Dataset: the Open Reaction Database (ORD), a public repository of structured organic reaction records. Task: describe an organic reaction: reactants, conditions, products, and yield The reactants are [Cl-], [Cl-], Ic1ccccc1, Nc1ccc2c(c1)C(=O)C1(CC1)O2, C1CCOC1, c1ccncc1. The product is Nc1ccc2c(c1Cl)C(=O)C1(CC1)O2. Reaction SMILES: [Cl-:20].[Cl-:21].[I:22][c:23]1[cH:24][cH:25][cH:26][cH:27][cH:28]1.[NH2:1][c:2]1[cH:3][c:4]2[c:5]([cH:12][cH:13]1)[O:6][C:7]1([C:8]2=[O:9])[CH2:10][CH2:11]1.[O:29]1[CH2:30][CH2:31][CH2:32][CH2:33]1.[cH:14]1[cH:15][cH:16][n:17][cH:18][cH:19]1>>[NH2:1][c:2]1[c:3]([Cl:20])[c:4]2[c:5]([cH:12][cH:13]1)[O:6][C:7]1([C:8]2=[O:9])[CH2:10][CH2:11]1. Reactants: ClCC=1N=C(OC1C)C1=CC=CC=C1 (4-chloromethyl-5-methyl-2-phenyl-oxazole), C([O-])([O-])=O.[K+].[K+] (potassium carbonate), [I-].[K+] (potassium iodide), C(C)OC(C(CC1=C(C=C(C=C1)O)C)OCC)=O ([rac]-2-ethoxy-3-(4-hydroxy-2-methyl-phenyl)-propionic acid ethyl ester). The product is C(C)OC(C(CC1=C(C=C(C=C1)OCC=1N=C(OC1C)C1=CC=CC=C1)C)OCC)=O ([rac]-2-ethoxy-3-[2-methyl-4-(5-methyl-2-phenyl-oxazol-4-ylmethoxy)-phenyl]-propionic acid ethyl ester). Reaction SMILES: [CH2:1]([O:3][C:4](=[O:18])[CH:5]([O:15][CH2:16][CH3:17])[CH2:6][C:7]1[CH:12]=[CH:11][C:10]([OH:13])=[CH:9][C:8]=1[CH3:14])[CH3:2].Cl[CH2:20][C:21]1[N:22]=[C:23]([C:27]2[CH:32]=[CH:31][CH:30]=[CH:29][CH:28]=2)[O:24][C:25]=1[CH3:26].C(=O)([O-])[O-].[K+].[K+].[I-].[K+]>>[CH2:1]([O:3][C:4](=[O:18])[CH:5]([O:15][CH2:16][CH3:17])[CH2:6][C:7]1[CH:12]=[CH:11][C:10]([O:13][CH2:20][C:21]2[N:22]=[C:23]([C:27]3[CH:32]=[CH:31][CH:30]=[CH:29][CH:28]=3)[O:24][C:25]=2[CH3:26])=[CH:9][C:8]=1[CH3:14])[CH3:2] |f:2.3.4,5.6|. Reported procedure: In analogy to the procedure described in example 120 f], [rac]-2-ethoxy-3-(4-hydroxy-2-methyl-phenyl)-propionic acid ethyl ester was reacted with 4-chloromethyl-5-methyl-2-phenyl-oxazole in the presence of potassium carbonate and potassium iodide to yield [rac]-2-ethoxy-3-[2-methyl-4-(5-methyl-2-phenyl-oxazol-4-ylmethoxy)-phenyl]-propionic acid ethyl ester, which was further saponified in analogy to the procedure described in example 120 f] to yield [rac]-2-ethoxy-3-[2-methyl-4-(5-methyl-2-pheny... Reactants: C1CCOC1, COC(=O)C1(C)COCCN1c1nc(Cl)ncc1[N+](=O)[O-], [H][H]. The product is CC12COCCN1c1nc(Cl)ncc1NC2=O. RXN SMILES: [CH2:24]1[O:25][CH2:26][CH2:27][CH2:28]1.[Cl:1][c:2]1[n:3][cH:4][c:5]([N+:19]([O-:20])=[O:21])[c:6]([N:8]2[C:9]([C:14](=[O:15])[O:16][CH3:17])([CH3:18])[CH2:10][O:11][CH2:12][CH2:13]2)[n:7]1.[H:22][H:23]>>[Cl:1][c:2]1[n:3][cH:4][c:5]2[c:6]([n:7]1)[N:8]1[C:9]([CH3:18])([CH2:10][O:11][CH2:12][CH2:13]1)[C:14](=[O:15])[NH:19]2. Reactants: CCCn1c(=O)c2c(nc(-c3cnn(CC4CC4c4cccc(C(F)(F)F)c4)c3)n2COCC[Si](C)(C)C)n(CCC)c1=O, CCO, Cl. The product is CCCn1c(=O)c2[nH]c(-c3cnn(CC4CC4c4cccc(C(F)(F)F)c4)c3)nc2n(CCC)c1=O. Reaction SMILES: [CH2:1]([CH2:2][CH3:3])[n:4]1[c:5](=[O:44])[n:6]([CH2:41][CH2:42][CH3:43])[c:7]2[n:8][c:9](-[c:22]3[cH:23][n:24][n:25]([CH2:27][CH:28]4[CH:29]([c:31]5[cH:32][c:33]([C:37]([F:38])([F:39])[F:40])[cH:34][cH:35][cH:36]5)[CH2:30]4)[cH:26]3)[n:10]([CH2:14][O:15][CH2:16][CH2:17][Si:18]([CH3:19])([CH3:20])[CH3:21])[c:11]2[c:12]1=[O:13].[CH3:46][CH2:47][OH:48].[ClH:45]>>[CH2:1]([CH2:2][CH3:3])[n:4]1[c:5](=[O:44])[n:6]([CH2:41][CH2:42][CH3:43])[c:7]2[n:8][c:9](-[c:22]3[cH:23][n:24][n:25]([CH2:27][CH:28]4[CH:29]([c:31]5[cH:32][c:33]([C:37]([F:38])([F:39])[F:40])[cH:34][cH:35][cH:36]5)[CH2:30]4)[cH:26]3)[nH:10][c:11]2[c:12]1=[O:13]. Reactants: BrC1=C(N=C2N1C(=CC=C2)C(=O)OC)C2=CC=C(C=C2)C#N (Methyl 3-bromo-2-(4-cyanophenyl)imidazo[1,2-a]pyridine-5-carboxylate), C(=O)([O-])[O-].[Cs+].[Cs+] (Cs2CO3), tris(dibenzenzylideneacetone)dipalladium(0), F[B-](F)(F)F.C(C)(C)(C)[PH+](C(C)(C)C)C(C)(C)C (tri-t-butylphosphonium tetrafluoroborate), C(CCC)[Sn](\C=C/OCC)(CCCC)CCCC (tributyl[(Z)-2-ethoxyvinyl]stannane), C(=O)(O)[O-].[Na+] (NaHCO3). The solvent is C(Cl)Cl (DCM), CN(C)C=O (DMF). Reaction conditions: temperature 70 celsius. The product is C(#N)C1=CC=C(C=C1)C=1N=C2N(C(=CC=C2)C(=O)OC)C1\C=C\OCC (Methyl 2-(4-cyanophenyl)-3-[(E)-2-ethoxyvinyl]imidazo[1,2-a]pyridine-5-carboxylate). The yield is 74.0%. Reaction SMILES: Br[C:2]1[N:6]2[C:7]([C:11]([O:13][CH3:14])=[O:12])=[CH:8][CH:9]=[CH:10][C:5]2=[N:4][C:3]=1[C:15]1[CH:20]=[CH:19][C:18]([C:21]#[N:22])=[CH:17][CH:16]=1.C([O-])([O-])=O.[Cs+].[Cs+].F[B-](F)(F)F.C([PH+](C(C)(C)C)C(C)(C)C)(C)(C)C.C([Sn](CCCC)(CCCC)/[CH:52]=[CH:53]\[O:54][CH2:55][CH3:56])CCC.C([O-])(O)=O.[Na+]>CN(C=O)C.C(Cl)Cl>[C:21]([C:18]1[CH:19]=[CH:20][C:15]([C:3]2[N:4]=[C:5]3[CH:10]=[CH:9][CH:8]=[C:7]([C:11]([O:13][CH3:14])=[O:12])[N:6]3[C:2]=2/[CH:52]=[CH:53]/[O:54][CH2:55][CH3:56])=[CH:16][CH:17]=1)#[N:22] |f:1.2.3,4.5,7.8|. Procedure details: To a degassed solution of (A3) in DMF (0.1 M), Cs2CO3 (1.1 eq.), tris(dibenzenzylideneacetone)dipalladium(0) (0.05 eq.), tri-t-butylphosphonium tetrafluoroborate (0.15 eq.) and tributyl[(Z)-2-ethoxyvinyl]stannane (2.0 eq.) were added at RT and the reaction mixture was heated to 70° C. for 12 h. After cooling down, the solvent was reduced in vacuo and the residue partioned between sat. aq. NaHCO3 and DCM. The aqueous phase was separated and extracted several times with DCM. The combined organic e... Starting materials: [Br-], CN(Cc1cccc(CBr)c1)C(=O)OC(C)(C)C, CC[N+](CC)(CC)Cc1ccccc1, CC#N, CCOC(C)=O, N#C[Na]. Yields the product CN(Cc1cccc(CC#N)c1)C(=O)OC(C)(C)C. As a reaction SMILES: [Br-:25].[C:1]([CH3:2])([CH3:3])([CH3:4])[O:5][C:6]([N:7]([CH3:8])[CH2:9][c:10]1[cH:11][c:12]([CH2:16][Br:17])[cH:13][cH:14][cH:15]1)=[O:18].[CH2:26]([N+:27]([CH2:28][CH3:29])([CH2:30][CH3:31])[CH2:32][CH3:33])[c:34]1[cH:35][cH:36][cH:37][cH:38][cH:39]1.[CH3:22][C:23]#[N:24].[CH3:40][CH2:41][O:42][C:43](=[O:44])[CH3:45].[Na:19][C:20]#[N:21]>>[C:1]([CH3:2])([CH3:3])([CH3:4])[O:5][C:6]([N:7]([CH3:8])[CH2:9][c:10]1[cH:11][c:12]([CH2:16][C:20]#[N:21])[cH:13][cH:14][cH:15]1)=[O:18].